This data is from the Open Reaction Database (ORD), a public repository of structured organic reaction records. The task is: describe an organic reaction: reactants, conditions, products, and yield Starting materials: CC1(OCC(O1)CO)CC (2-Methyl-2-ethyl-4-hydroxymethyl-1,3-dioxolane). The reagents and catalysts are [Pd] (palladium). The product is C(C)(CC)OCC(CO)O (3-sec-Butoxy-1,2-propanediol). Isolated yield 183.5%. As a reaction SMILES: [CH3:1][C:2]1([CH2:9][CH3:10])[O:6][CH:5]([CH2:7][OH:8])[CH2:4][O:3]1>[Pd]>[CH:2]([O:3][CH2:4][CH:5]([OH:6])[CH2:7][OH:8])([CH2:9][CH3:10])[CH3:1]. Reported procedure: The compound obtained in the production (1) (29.2 g, 0.10 mol) and the palladium catalyst (2) (2.2 g) were charged in a 70-mL autoclave, followed by a reaction under a hydrogen pressure of 7.0MPa at 190° C. for 15 hours. After completion of the reaction, the catalyst was removed by filtration to obtain a crude product (27.2 g). Reactants: C(C)N(C(C)=O)C1=NNC2=C1C=NC(=C2F)NC(=O)N[C@H](C)C2=CC=CC=C2 ((R)—N-Ethyl-N-(7-fluoro-6-(3-(1-phenylethyl)ureido)-1H-pyrazolo[4,3-c]pyridin-3-yl)acetamide), Cl (HCl). The solvent is C1CCOC1 (THF). Run at temperature 60 celsius. The product is C(C)NC1=NNC2=C1C=NC(=C2F)NC(=O)N[C@H](C)C2=CC=CC=C2 ((R)-1-(3-(ethylamino)-7-fluoro-1H-pyrazolo[4,3-c]pyridin-6-yl)-3-(1-phenylethyl)urea). Reaction SMILES: [CH2:1]([N:3]([C:7]1[C:11]2[CH:12]=[N:13][C:14]([NH:17][C:18]([NH:20][C@@H:21]([C:23]3[CH:28]=[CH:27][CH:26]=[CH:25][CH:24]=3)[CH3:22])=[O:19])=[C:15]([F:16])[C:10]=2[NH:9][N:8]=1)C(=O)C)[CH3:2].Cl>C1COCC1>[CH2:1]([NH:3][C:7]1[C:11]2[CH:12]=[N:13][C:14]([NH:17][C:18]([NH:20][C@@H:21]([C:23]3[CH:24]=[CH:25][CH:26]=[CH:27][CH:28]=3)[CH3:22])=[O:19])=[C:15]([F:16])[C:10]=2[NH:9][N:8]=1)[CH3:2]. Procedure details: (R)—N-Ethyl-N-(7-fluoro-6-(3-(1-phenylethyl)ureido)-1H-pyrazolo[4,3-c]pyridin-3-yl)acetamide (27 mg, 0.070 mmol) was dissolved in THF (3 mL), charged with HCl (300 μL, 3.65 mmol), and heated to 60° C. for 4 h. The solvents were removed in vacuo and the residue was taken up in DMF and purified by mass-triggered reverse phase HPLC. Fractions containing pure compound were filtered through a PS-HCO3 cartridge and the filtrate was concentrated in vacuo to give (R)-1-(3-(ethylamino)-7-fluoro-1H-pyrazo...